From a dataset of the Open Reaction Database (ORD), a public repository of structured organic reaction records. describe an organic reaction: reactants, conditions, products, and yield Starting materials: CCCc1nc2c(C)cc(C(=O)NC(CC(=O)NOCc3ccccc3)Cc3ccccc3)cc2n1Cc1ccc(-c2ccccc2-c2nnn[nH]2)cc1, CCCc1nc2cc(C(=O)NC(CC(=O)NOCc3ccccc3)Cc3ccccc3)cc(C)c2n1Cc1ccc(-c2ccccc2-c2nnn[nH]2)cc1, CCO, CC(=O)O. The product is CCCc1nc2cc(C(=O)NC(CC(=O)NO)Cc3ccccc3)cc(C)c2n1Cc1ccc(-c2ccccc2-c2nnn[nH]2)cc1. RXN SMILES: [CH2:1]([CH:2]([NH:3][C:4]([c:5]1[cH:6][c:7]([CH3:8])[c:9]2[n:10][c:11]([CH2:12][CH2:13][CH3:14])[n:15]([CH2:16][c:17]3[cH:18][cH:19][c:20](-[c:21]4[cH:22][cH:23][cH:24][cH:25][c:26]4-[c:27]4[nH:28][n:29][n:30][n:31]4)[cH:32][cH:33]3)[c:34]2[cH:35]1)=[O:36])[CH2:37][C:38](=[O:39])[NH:40][O:41][CH2:42][c:43]1[cH:44][cH:45][cH:46][cH:47][cH:48]1)[c:49]1[cH:50][cH:51][cH:52][cH:53][cH:54]1.[CH2:55]([c:56]1[cH:57][cH:58][cH:59][cH:60][cH:61]1)[CH:62]([CH2:63][C:64]([NH:65][O:66][CH2:67][c:68]1[cH:69][cH:70][cH:71][cH:72][cH:73]1)=[O:74])[NH:75][C:76](=[O:77])[c:78]1[cH:79][c:80]2[c:81]([n:82]([CH2:88][c:89]3[cH:90][cH:91][c:92](-[c:95]4[c:96](-[c:101]5[n:102][n:103][n:104][nH:105]5)[cH:97][cH:98][cH:99][cH:100]4)[cH:93][cH:94]3)[c:83]([CH2:85][CH2:86][CH3:87])[n:84]2)[c:106]([CH3:108])[cH:107]1.[CH3:109][CH2:110][OH:111].[CH3:112][C:113](=[O:114])[OH:115]>>[CH2:55]([c:56]1[cH:57][cH:58][cH:59][cH:60][cH:61]1)[CH:62]([CH2:63][C:64]([NH:65][OH:66])=[O:74])[NH:75][C:76](=[O:77])[c:78]1[cH:79][c:80]2[c:81]([n:82]([CH2:88][c:89]3[cH:90][cH:91][c:92](-[c:95]4[c:96](-[c:101]5[nH:102][n:103][n:104][n:105]5)[cH:97][cH:98][cH:99][cH:100]4)[cH:93][cH:94]3)[c:83]([CH2:85][CH2:86][CH3:87])[n:84]2)[c:106]([CH3:108])[cH:107]1. Reactants: C1COCCO1, CC(C)(C)OC(=O)NCc1ccc(-c2nc3ccnc(Cl)c3cc2-c2ccccc2)cc1, NN. Yields the product CC(C)(C)OC(=O)NCc1ccc(-c2nc3ccnc(NN)c3cc2-c2ccccc2)cc1. Reaction SMILES: [CH2:35]1[O:36][CH2:37][CH2:38][O:39][CH2:40]1.[Cl:1][c:2]1[c:3]2[cH:4][c:5](-[c:27]3[cH:28][cH:29][cH:30][cH:31][cH:32]3)[c:6](-[c:12]3[cH:13][cH:14][c:15]([CH2:16][NH:17][C:18]([O:19][C:20]([CH3:21])([CH3:22])[CH3:23])=[O:24])[cH:25][cH:26]3)[n:7][c:8]2[cH:9][cH:10][n:11]1.[NH2:33][NH2:34]>>[c:2]1([NH:33][NH2:34])[c:3]2[cH:4][c:5](-[c:27]3[cH:28][cH:29][cH:30][cH:31][cH:32]3)[c:6](-[c:12]3[cH:13][cH:14][c:15]([CH2:16][NH:17][C:18]([O:19][C:20]([CH3:21])([CH3:22])[CH3:23])=[O:24])[cH:25][cH:26]3)[n:7][c:8]2[cH:9][cH:10][n:11]1. The reactants are BrC=1C=C2NC(C=3N(C2=CC1)C(=NN3)C3=CC=CC=C3)=O (7-Bromo-1-phenyl-5H-[1,2,4]triazolo[4,3-a]quinoxalin-4-one), P(=O)(Cl)(Cl)Cl (phosphorus oxychloride). Run in CN(C)C=O (DMF). Run at temperature 80 celsius, time 30 minute. Yields the product BrC=1C=C2N=C(C=3N(C2=CC1)C(=NN3)C3=CC=CC=C3)Cl (7-Bromo-4-chloro-1-phenyl-[1,2,4]triazolo[4,3-a]quinoxaline). As a reaction SMILES: [Br:1][C:2]1[CH:3]=[C:4]2[C:9](=[CH:10][CH:11]=1)[N:8]1[C:12]([C:15]3[CH:20]=[CH:19][CH:18]=[CH:17][CH:16]=3)=[N:13][N:14]=[C:7]1[C:6](=O)[NH:5]2.P(Cl)(Cl)([Cl:24])=O>CN(C=O)C>[Br:1][C:2]1[CH:3]=[C:4]2[C:9](=[CH:10][CH:11]=1)[N:8]1[C:12]([C:15]3[CH:20]=[CH:19][CH:18]=[CH:17][CH:16]=3)=[N:13][N:14]=[C:7]1[C:6]([Cl:24])=[N:5]2. Procedure details: 5z (197 mg, 0.58 mmol) was dissolved in DMF (3 mL) with heating, and then phosphorus oxychloride (0.27 mL, 2.9 mmol) was added, and the reaction was heated to 80° C. for 1.5 hours. After cooling to room temperature, the mixture was quenched with NaHCO3, and the resulting slurry was stirred at room temperature for 30 minutes and filtered. The solid material was washed with water and dried to obtain the desired product, 5aa. Starting materials: O[C@@H]1[C@]2(C)[C@@H](CC1)[C@@H]1[C@@H](CC=3C=C(C=CC3[C@H]1CC2)OC)CC=CCCCCCCC(C(=O)OCC)CCCC(C(F)(F)F)(F)F (Ethyl 11-[17β-hydroxy-3-methoxyestra-1,3,5(10)-trien-7α-yl]-2-(4,4,5,5,5-pentafluoropentyl)-9-undecenoate). Reagents/catalysts: [C].[Pd] (palladium carbon). Solvent: C(C)(=O)OCC (ethyl acetate). Run at time 4 hour. Product: O[C@@H]1[C@]2(C)[C@@H](CC1)[C@@H]1[C@@H](CC=3C=C(C=CC3[C@H]1CC2)OC)CCCCCCCCCC(C(=O)OCC)CCCC(C(F)(F)F)(F)F (ethyl 11-[17β-hydroxy-3-methoxyestra-1,3,5(10)-trien-7α-yl]-2-(4,4,5,5,5-penta-fluoropentyl)undecanoate). The yield is 97.0%. As a reaction SMILES: [OH:1][C@H:2]1[CH2:7][CH2:6][C@H:5]2[C@H:8]3[C@H:17]([CH2:18][CH2:19][C@:3]12[CH3:4])[C:16]1[CH:15]=[CH:14][C:13]([O:20][CH3:21])=[CH:12][C:11]=1[CH2:10][C@H:9]3[CH2:22][CH:23]=[CH:24][CH2:25][CH2:26][CH2:27][CH2:28][CH2:29][CH2:30][CH:31]([CH2:37][CH2:38][CH2:39][C:40]([F:46])([F:45])[C:41]([F:44])([F:43])[F:42])[C:32]([O:34][CH2:35][CH3:36])=[O:33]>C(OCC)(=O)C.[C].[Pd]>[OH:1][C@H:2]1[CH2:7][CH2:6][C@H:5]2[C@H:8]3[C@H:17]([CH2:18][CH2:19][C@:3]12[CH3:4])[C:16]1[CH:15]=[CH:14][C:13]([O:20][CH3:21])=[CH:12][C:11]=1[CH2:10][C@H:9]3[CH2:22][CH2:23][CH2:24][CH2:25][CH2:26][CH2:27][CH2:28][CH2:29][CH2:30][CH:31]([CH2:37][CH2:38][CH2:39][C:40]([F:45])([F:46])[C:41]([F:42])([F:43])[F:44])[C:32]([O:34][CH2:35][CH3:36])=[O:33] |f:2.3|. Procedure details: Ethyl 11-[17β-hydroxy-3-methoxyestra-1,3,5(10)-trien-7α-yl]-2-(4,4,5,5,5-pentafluoropentyl)-9-undecenoate (970 mg, 1.48 mmol) was dissolved in ethyl acetate (30 ml), and 10% palladium carbon (300 mg) was added to the resulting solution followed by stirring for 4 hours at room temperature under hydrogen atmosphere. The reaction mixture was filtered and concentrated to give ethyl 11-[17β-hydroxy-3-methoxyestra-1,3,5(10)-trien-7α-yl]-2-(4,4,5,5,5-penta-fluoropentyl)undecanoate (946 mg, Yield 97%) a...